This data is from the Open Reaction Database (ORD), a public repository of structured organic reaction records. The task is: describe an organic reaction: reactants, conditions, products, and yield Starting materials: ClC1=NC(=CC(=C1)C1=CN(C2=NC=C(C=C21)O)S(=O)(=O)C2=CC=CC=C2)NC2CCCCC2 (3-(2-chloro-6-(cyclohexylamino)pyridin-4-yl)-1-(phenylsulfonyl)-1H-pyrrolo[2,3-b]pyridin-5-ol), [OH-].[Na+] (NaOH). Run in O1CCOCC1 (dioxane). Reaction conditions: temperature 90 celsius. The product is ClC1=NC(=CC(=C1)C1=CNC2=NC=C(C=C21)O)NC2CCCCC2 (3-[2-chloro-6-(cyclohexylamino)pyridin-4-yl]-1H-pyrrolo[2,3-b]pyridin-5-ol). Isolated yield 70.6%. RXN SMILES: [Cl:1][C:2]1[CH:7]=[C:6]([C:8]2[C:16]3[C:11](=[N:12][CH:13]=[C:14]([OH:17])[CH:15]=3)[N:10](S(C3C=CC=CC=3)(=O)=O)[CH:9]=2)[CH:5]=[C:4]([NH:27][CH:28]2[CH2:33][CH2:32][CH2:31][CH2:30][CH2:29]2)[N:3]=1.[OH-].[Na+]>O1CCOCC1>[Cl:1][C:2]1[CH:7]=[C:6]([C:8]2[C:16]3[C:11](=[N:12][CH:13]=[C:14]([OH:17])[CH:15]=3)[NH:10][CH:9]=2)[CH:5]=[C:4]([NH:27][CH:28]2[CH2:33][CH2:32][CH2:31][CH2:30][CH2:29]2)[N:3]=1 |f:1.2|. Procedure details: A solution of Example 180a (80.0 mg, 0.166 mmol) in dioxane (2 mL) was treated with 20% NaOH (0.20 mL). The reaction was heated at 90° C. for 2 hours. The solvent was evaporated. The residue was dissolved in water, neutralized with trifluoroacetic acid, treated with DMSO/MeOH, and purified by reverse-phase HPLC as described in Example 56 to give the title compound (40.2 mg) as trifluoroacetic acid salts. 1H NMR (500 MHz, CD3OD) ppm 1.30 (q, J=12.51 Hz, 3H), 1.39-1.56 (m, 2H), 1.69 (m, 1H), 1.75-... Reactants: COC=1C2=C(N=C(N1)N)OC(=C2)C (4-Methoxy-6-methylfuro[2,3-d]pyrimidin-2-amine), solution, C(=O)(OC)C=1SC=CC1S(=O)(=O)N=C=O (2-carbomethoxy-3-thiophenesulfonylisocyanate). Solvent: C(C)#N (acetonitrile), C(C)#N (acetonitrile). Yields the product COC=1C2=C(N=C(N1)NC(=O)NS(=O)(=O)C1=C(SC=C1)C(=O)OC)OC(=C2)C (Methyl 3-[[(4-Methoxy-6-methylfuro[2,3-d]pyrimidin-2-yl)aminocarbonyl]aminosulfonyl]-2-thiophenecarboxylate). As a reaction SMILES: [CH3:1][O:2][C:3]1[C:4]2[CH:12]=[C:11]([CH3:13])[O:10][C:5]=2[N:6]=[C:7]([NH2:9])[N:8]=1.[C:14]([C:18]1[S:19][CH:20]=[CH:21][C:22]=1[S:23]([N:26]=[C:27]=[O:28])(=[O:25])=[O:24])([O:16][CH3:17])=[O:15]>C(#N)C>[CH3:1][O:2][C:3]1[C:4]2[CH:12]=[C:11]([CH3:13])[O:10][C:5]=2[N:6]=[C:7]([NH:9][C:27]([NH:26][S:23]([C:22]2[CH:21]=[CH:20][S:19][C:18]=2[C:14]([O:16][CH3:17])=[O:15])(=[O:24])=[O:25])=[O:28])[N:8]=1. Procedure details: A 0.2 g sample of 4-methoxy-6-methylfuro[2,3-d]pyrimidin-2-amine of Example 8 was stirred in 10 ml of anhydrous acetonitrile while 2.0 ml of a 1M solution of 2-carbomethoxy-3-thiophenesulfonylisocyanate in acetonitrile was added at once. The mixture immediately became homogenous then the solid product crystallized out at ambient temperature and was collected after 1 hour. The yield of product was 0.3 g, m.p. 194°-196°. An NMR (60 MHz) spectrum (CDCl3 /DMSO-d6) exhibited absorptions at 2.5, 4.2, ... The reactants are CC1=NC(=NC=C1)N, C1=CN=C(C=C1Cl)Cl. The reagents and catalysts are C(=O)([O-])[O-].[Cs+].[Cs+], CC1(C2=C(C(=CC=C2)P(C3=CC=CC=C3)C4=CC=CC=C4)OC5=C1C=CC=C5P(C6=CC=CC=C6)C7=CC=CC=C7)C, CC(=O)O.CC(=O)O.[Pd]. The solvent is C1COCCO1. Conditions: temperature 100 celsius. Product: CC1=NC(=NC=C1)NC2=NC=CC(=C2)Cl. Isolated yield 57.7%. Reported procedure: Palladium(II) acetate (0.607 g, 2.70 mmol) was added to 2,4-dichloropyridine (5.00 g, 33.79 mmol), 4-methylpyrimidin-2-amine (3.69 g, 33.79 mmol), 9,9-Dimethyl-4,5-bis(diphenylphosphino)xanthene (2.346 g, 4.05 mmol) and Cesium carbonate (22.02 g, 67.57 mmol) in dioxane (150 mL) at 20ºC under nitrogen. The resulting suspension was stirred at 100 °C for 90 minutes. Complete reaction by LCMS, cooled to room temperature. The reaction mixture was then filtered, washed with DCM and filtrate concentrat... The reactants are CC(C)([O-])C.[K+] (potassium tert-butoxide), COP(=O)(OC)CC(=O)OC(C)(C)C (tert-butyl dimethylphosphonoacetate), C(CC1=CC=CC=C1)Br (phenethyl bromide). Solvent: CN(C=O)C (dimethylformamide), CN(C=O)C (dimethylformamide). Conditions: temperature 60 celsius. The product is COP(=O)(OC)C(C(=O)OC(C)(C)C)CCC1=CC=CC=C1 (tert-butyl 2-(dimethylphosphono)-4-phenyl-n-butyrate). The yield is 60.8%. RXN SMILES: [CH3:1][O:2][P:3]([CH2:7][C:8]([O:10][C:11]([CH3:14])([CH3:13])[CH3:12])=[O:9])([O:5][CH3:6])=[O:4].CC(C)([O-])C.[K+].[CH2:21](Br)[CH2:22][C:23]1[CH:28]=[CH:27][CH:26]=[CH:25][CH:24]=1>CN(C)C=O>[CH3:1][O:2][P:3]([CH:7]([CH2:21][CH2:22][C:23]1[CH:28]=[CH:27][CH:26]=[CH:25][CH:24]=1)[C:8]([O:10][C:11]([CH3:14])([CH3:13])[CH3:12])=[O:9])([O:5][CH3:6])=[O:4] |f:1.2|. Reported procedure: 118 g of tert-butyl dimethylphosphonoacetate were dissolved in 875 ml of dried dimethylformamide under a nitrogen atmosphere. 58.9 g of potassium tert-butoxide were added to the solution while cooling in ice. The reaction mixture was subsequently heated to 60° C. for a short time and then allowed to cool to room temperature. A solution of 104.9 g of phenethyl bromide in 110 ml of dimethylformamide was added dropwise to the reaction mixture. The reaction mixture was then heated at 60° C. for 2 ho...